This data is from the Open Reaction Database (ORD), a public repository of structured organic reaction records. The task is: describe an organic reaction: reactants, conditions, products, and yield Starting materials: C, CCO, C1CCOC1, [Pd], FC(F)(F)c1ccc(-c2cc(C=Cc3ccccc3)[nH]n2)cc1. The product is FC(F)(F)c1ccc(-c2cc(CCc3ccccc3)[nH]n2)cc1. Reaction SMILES: [C:32].[CH3:29][CH2:30][OH:31].[O:24]1[CH2:25][CH2:26][CH2:27][CH2:28]1.[Pd:33].[c:1]1([CH:7]=[CH:8][c:9]2[cH:10][c:11](-[c:14]3[cH:15][cH:16][c:17]([C:20]([F:21])([F:22])[F:23])[cH:18][cH:19]3)[n:12][nH:13]2)[cH:2][cH:3][cH:4][cH:5][cH:6]1>>[c:1]1([CH2:7][CH2:8][c:9]2[cH:10][c:11](-[c:14]3[cH:15][cH:16][c:17]([C:20]([F:21])([F:22])[F:23])[cH:18][cH:19]3)[n:12][nH:13]2)[cH:2][cH:3][cH:4][cH:5][cH:6]1.